From a dataset of the Open Reaction Database (ORD), a public repository of structured organic reaction records. describe an organic reaction: reactants, conditions, products, and yield Starting materials: FC(C=1C=C(C=CC1)N=C=NC=1C(=NC=CC1)/C=C/C(=O)OC(C)(C)C)(F)F (tert-Butyl (2E)-3-{3-[({[3-(trifluoromethyl)phenyl]imino}methylene)amino]pyridin-2-yl}acrylate), FC1=CC=C(C=C1)N1CCNCC1 (4-fluorophenylpiperazine). Yields the product FC1=CC=C(C=C1)N1CCN(CC1)C=1N(C(C2=C(N1)C=CC=N2)CC(=O)OC(C)(C)C)C2=CC(=CC=C2)C(F)(F)F (tert-Butyl {2-[4-(4-fluorophenyl)piperazin-1-yl]-3-[3-(trifluoromethyl)phenyl]-3,4-dihydropyrido[3,2-d]pyrimidin-4-yl}acetate). As a reaction SMILES: [F:1][C:2]([F:28])([F:27])[C:3]1[CH:4]=[C:5]([N:9]=[C:10]=[N:11][C:12]2[C:13](/[CH:18]=[CH:19]/[C:20]([O:22][C:23]([CH3:26])([CH3:25])[CH3:24])=[O:21])=[N:14][CH:15]=[CH:16][CH:17]=2)[CH:6]=[CH:7][CH:8]=1.[F:29][C:30]1[CH:35]=[CH:34][C:33]([N:36]2[CH2:41][CH2:40][NH:39][CH2:38][CH2:37]2)=[CH:32][CH:31]=1>>[F:29][C:30]1[CH:31]=[CH:32][C:33]([N:36]2[CH2:41][CH2:40][N:39]([C:10]3[N:9]([C:5]4[CH:6]=[CH:7][CH:8]=[C:3]([C:2]([F:27])([F:1])[F:28])[CH:4]=4)[CH:18]([CH2:19][C:20]([O:22][C:23]([CH3:25])([CH3:24])[CH3:26])=[O:21])[C:13]4[N:14]=[CH:15][CH:16]=[CH:17][C:12]=4[N:11]=3)[CH2:38][CH2:37]2)=[CH:34][CH:35]=1. Procedure: Starting from 53 mg (0.14 mmol) of the carbodiimide from Example 14A and 24 mg (0.14 mmol) of 4-fluorophenylpiperazine, general procedure [C] and purification on preparative HPLC result in 38 mg (48% of theory) of product.